Task: describe an organic reaction: reactants, conditions, products, and yield. Dataset: the Open Reaction Database (ORD), a public repository of structured organic reaction records Starting materials: F[B-](F)(F)F, Oc1nc(SCc2ccccc2)nn1-c1ccccc1, C[O+](C)C, ClCCl, O. Product: COc1nc(SCc2ccccc2)nn1-c1ccccc1. RXN SMILES: [B-:21]([F:22])([F:23])([F:24])[F:25].[CH2:1]([c:2]1[cH:3][cH:4][cH:5][cH:6][cH:7]1)[S:8][c:9]1[n:10][n:11](-[c:15]2[cH:16][cH:17][cH:18][cH:19][cH:20]2)[c:12]([OH:14])[n:13]1.[CH3:26][O+:27]([CH3:28])[CH3:29].[Cl:31][CH2:32][Cl:33].[OH2:30]>>[CH2:1]([c:2]1[cH:3][cH:4][cH:5][cH:6][cH:7]1)[S:8][c:9]1[n:10][n:11](-[c:15]2[cH:16][cH:17][cH:18][cH:19][cH:20]2)[c:12]([O:14][CH3:26])[n:13]1. Procedure details: 2-Methylthiophene-4-carboxylic acid (14.2 g., 0.1 mole) prepared by the method of Shvedov et al., Khim. Geterotsikl. Soedin. 1010 (1967); Chem. Abstrs., 69, 51922j (1968) in 250 ml. of ethyl ether is cooled to -10° to 0° C. and an ethereal solution of methyl lithium (4.4 g., 0.2 mole) is added dropwise while maintaining the reaction mixture below 0° C. After stirring for 1 hour at 0° C., a solution of 4 g. of water in 100 ml. of ethanol is added cautiously and the mixture allowed to warm to room... Starting materials: CC=1SC=C(C1)C(=O)O (2-Methylthiophene-4-carboxylic acid), C[Li] (methyl lithium), O (water), 51922j, C(C)OCC (ethyl ether). The solvent is C(C)O (ethanol). RXN SMILES: [CH3:1][C:2]1[S:3][CH:4]=[C:5]([C:7]([OH:9])=O)[CH:6]=1.[CH2:10](OCC)C.C[Li].O>C(O)C>[CH3:1][C:2]1[S:3][CH:4]=[C:5]([C:7]([CH3:10])=[O:9])[CH:6]=1. Run at temperature 0 celsius, time 1 hour. The product is CC=1SC=C(C1)C(=O)C (Methyl 2-Methyl-4-thienyl Ketone).